This data is from the Open Reaction Database (ORD), a public repository of structured organic reaction records. The task is: describe an organic reaction: reactants, conditions, products, and yield The reactants are ClC1(C(NC2=CC=C(C=C12)Cl)=O)C1=C(C=CC=C1)OC (3,5-dichloro-3-(2-methoxyphenyl)-1,3-dihydro-2H-indol-2-one), FC(C(=O)O)(F)F.N[C@H](C(=O)N(C)C)CCSC ((2S)-2-amino-N,N-dimethyl-4-(methylthio) butanamide trifluoroacetate). The product is ClC=1C=C2C(C(NC2=CC1)=O)(C1=C(C=CC=C1)OC)N[C@H](C(=O)N(C)C)CCSC ((2S)-2-{[5-chloro-3-(2-methoxyphenyl)-2-oxo-2,3-dihydro-1H-indol-3-yl]amino}-N,N-dimethyl-4-(methylthio) butanamide). Reaction SMILES: Cl[C:2]1([C:13]2[CH:18]=[CH:17][CH:16]=[CH:15][C:14]=2[O:19][CH3:20])[C:10]2[C:5](=[CH:6][CH:7]=[C:8]([Cl:11])[CH:9]=2)[NH:4][C:3]1=[O:12].FC(F)(F)C(O)=O.[NH2:28][C@@H:29]([CH2:35][CH2:36][S:37][CH3:38])[C:30]([N:32]([CH3:34])[CH3:33])=[O:31]>>[Cl:11][C:8]1[CH:9]=[C:10]2[C:5](=[CH:6][CH:7]=1)[NH:4][C:3](=[O:12])[C:2]2([NH:28][C@@H:29]([CH2:35][CH2:36][S:37][CH3:38])[C:30]([N:32]([CH3:34])[CH3:33])=[O:31])[C:13]1[CH:18]=[CH:17][CH:16]=[CH:15][C:14]=1[O:19][CH3:20] |f:1.2|. Procedure: With 1.90 g of 3,5-dichloro-3-(2-methoxyphenyl)-1,3-dihydro-2H-indol-2-one and the compound obtained in Step 66-2 (7.48 mmol, crude form) as starting materials, respectively 1.17 g (Isomer A, pale yellow amorphous) and 1.49 g (Isomer B, pale yellow amorphous) of two species of diastereoisomers of the title compound were obtained by a similar method to Step 4-2. The reactants are S(=O)(Cl)Cl (thionyl chloride), ClC=1C=CC2=C(C(C(O2)=O)(C2=CC=CC=C2)CC(=O)O)C1 (2-(5-chloro-2,3-dihydro-2-oxo-3-phenyl-3-benzofuranyl)acetic acid). Solvent: C1=CC=CC=C1 (benzene). The product is ClC=1C=CC2=C(C(C(O2)=O)(C2=CC=CC=C2)CC(=O)Cl)C1 (2-(5-Chloro-2,3-dihydro-2-oxo-3-phenyl-3-benzofuranyl)acetyl chloride). Isolated yield 96.8%. As a reaction SMILES: S(Cl)([Cl:3])=O.[Cl:5][C:6]1[CH:7]=[CH:8][C:9]2[O:13][C:12](=[O:14])[C:11]([CH2:21][C:22](O)=[O:23])([C:15]3[CH:20]=[CH:19][CH:18]=[CH:17][CH:16]=3)[C:10]=2[CH:25]=1>C1C=CC=CC=1>[Cl:5][C:6]1[CH:7]=[CH:8][C:9]2[O:13][C:12](=[O:14])[C:11]([CH2:21][C:22]([Cl:3])=[O:23])([C:15]3[CH:20]=[CH:19][CH:18]=[CH:17][CH:16]=3)[C:10]=2[CH:25]=1. Procedure details: 23.7 g of double-distilled thionyl chloride are added dropwise to a solution, stirred and heated to 70° C., of 30.2 g of 2-(5-chloro-2,3-dihydro-2-oxo-3-phenyl-3-benzofuranyl)acetic acid in 250 ml of anhydrous benzene. When the addition is complete, the mixture is heated to reflux until the evolution of gas has completely ceased. The medium is concentrated under vacuum, the residue washed with 200 ml of anhydrous benzene and the solvent evaporated off. This operation is repeated twice and the pr... Reactants: CC(=O)O, [Cl-], Cl, O=N[O-], COC1=C(OC)C(=O)c2c(N)cccc2C1=O, [Na+], [Na+], O=[N+]([O-])[O-], O. Product: COC1=C(OC)C(=O)c2c(Cl)cccc2C1=O. RXN SMILES: [CH3:30][C:31](=[O:32])[OH:33].[Cl-:27].[ClH:29].[N:23]([O-:24])=[O:25].[NH2:6][c:7]1[c:8]2[c:13]([cH:14][cH:15][cH:16]1)[C:12](=[O:17])[C:11]([O:18][CH3:19])=[C:10]([O:20][CH3:21])[C:9]2=[O:22].[Na+:1].[Na+:26].[O-:2][N+:3](=[O:4])[O-:5].[OH2:28]>>[c:7]1([Cl:27])[c:8]2[c:13]([cH:14][cH:15][cH:16]1)[C:12](=[O:17])[C:11]([O:18][CH3:19])=[C:10]([O:20][CH3:21])[C:9]2=[O:22]. The reactants are C1CCOC1, O=C(O)c1cc(F)c(F)c(F)c1F, O=S(Cl)Cl. Product: O=C(Cl)c1cc(F)c(F)c(F)c1F. Reaction SMILES: [CH2:18]1[O:19][CH2:20][CH2:21][CH2:22]1.[F:1][c:2]1[c:3]([C:4](=[O:5])[OH:6])[cH:7][c:8]([F:13])[c:9]([F:12])[c:10]1[F:11].[S:14]([Cl:15])([Cl:16])=[O:17]>>[F:1][c:2]1[c:3]([C:4](=[O:5])[Cl:16])[cH:7][c:8]([F:13])[c:9]([F:12])[c:10]1[F:11]. Starting materials: BrC=1C=CC2=C(C=C(CCN2CC2=CC=C(C=C2)OC)C(=O)O)C1 (7-bromo-1-(4-methoxybenzyl)-2,3-dihydro-1-benzazepine-4-carboxylic acid), Cl (hydrochloric acid), B(OC1=CC=C(C=C1)OCCOCCCC)([O-])[O-] (4-butoxyethoxyphenyl borate), C([O-])([O-])=O.[K+].[K+] (potassium carbonate). The reagents and catalysts are C=1C=CC(=CC1)[P](C=2C=CC=CC2)(C=3C=CC=CC3)[Pd]([P](C=4C=CC=CC4)(C=5C=CC=CC5)C=6C=CC=CC6)([P](C=7C=CC=CC7)(C=8C=CC=CC8)C=9C=CC=CC9)[P](C=1C=CC=CC1)(C=1C=CC=CC1)C=1C=CC=CC1 (tetrakistriphenylphosphinepalladium). Solvent: C1(=CC=CC=C1)C (toluene), O (water), C(C)O (ethanol), O (water). Conditions: temperature 100 celsius, time 30 minute. Product: C(CCC)OCCOC1=CC=C(C=C1)C=1C=CC2=C(C=C(CCN2CC2=CC=C(C=C2)OC)C(=O)O)C1 (7-(4-butoxyethoxyphenyl)-1-(4-methoxybenzyl)-2,3-dihydro-1-benzazepine-4-carboxylic acid). Yield: 38.4%. RXN SMILES: Br[C:2]1[CH:3]=[CH:4][C:5]2[N:11]([CH2:12][C:13]3[CH:18]=[CH:17][C:16]([O:19][CH3:20])=[CH:15][CH:14]=3)[CH2:10][CH2:9][C:8]([C:21]([OH:23])=[O:22])=[CH:7][C:6]=2[CH:24]=1.B([O-])([O-])O[C:27]1[CH:32]=[CH:31][C:30]([O:33][CH2:34][CH2:35][O:36][CH2:37][CH2:38][CH2:39][CH3:40])=[CH:29][CH:28]=1.C(=O)([O-])[O-].[K+].[K+].Cl>C1(C)C=CC=CC=1.C1C=CC([P]([Pd]([P](C2C=CC=CC=2)(C2C=CC=CC=2)C2C=CC=CC=2)([P](C2C=CC=CC=2)(C2C=CC=CC=2)C2C=CC=CC=2)[P](C2C=CC=CC=2)(C2C=CC=CC=2)C2C=CC=CC=2)(C2C=CC=CC=2)C2C=CC=CC=2)=CC=1.O.C(O)C>[CH2:37]([O:36][CH2:35][CH2:34][O:33][C:30]1[CH:29]=[CH:28][C:27]([C:2]2[CH:3]=[CH:4][C:5]3[N:11]([CH2:12][C:13]4[CH:18]=[CH:17][C:16]([O:19][CH3:20])=[CH:15][CH:14]=4)[CH2:10][CH2:9][C:8]([C:21]([OH:23])=[O:22])=[CH:7][C:6]=3[CH:24]=2)=[CH:32][CH:31]=1)[CH2:38][CH2:39][CH3:40] |f:2.3.4,^1:60,62,81,100|. Procedure: In toluene (20 ml), ethanol (2 ml) and water (2 ml) were suspended 7-bromo-1-(4-methoxybenzyl)-2,3-dihydro-1-benzazepine-4-carboxylic acid (300 mg), 4-butoxyethoxyphenyl borate (368 mg) and potassium carbonate (534 mg), and the suspension was stirred under argon atmosphere for 30 minutes. Then, to the suspension was added tetrakistriphenylphosphinepalladium (63 mg), and the mixture was heated at 100° C. for 6 hours under argon atmosphere. After allowing to cool, water was added to the mixture, w... The reactants are C(CC)C(C#N)=CCC (2-propyl-2-pentenenitrile), C(C=C(C)C)Cl (prenyl chloride), [OH-].[Na+] (NaOH). Reagents/catalysts: [Br-].C(CCC)[N+](CCCC)(CCCC)CCCC (tetrabutylammonium bromide). The solvent is C1(=CC=CC=C1)C (toluene). Run at temperature 75 celsius. Product: CC(=CCC(C#N)(CCC)C=CC)C (5-Methyl-2-(1-propenyl)-2-propyl-4-hexenenitrile). Reaction SMILES: [OH-].[Na+].[CH2:3]([C:6](=[CH:9][CH2:10][CH3:11])[C:7]#[N:8])[CH2:4][CH3:5].[CH2:12](Cl)[CH:13]=[C:14]([CH3:16])[CH3:15]>[Br-].C([N+](CCCC)(CCCC)CCCC)CCC.C1(C)C=CC=CC=1>[CH3:15][C:14]([CH3:16])=[CH:13][CH2:12][C:6]([CH:3]=[CH:4][CH3:5])([CH2:9][CH2:10][CH3:11])[C:7]#[N:8] |f:0.1,4.5|. Reported procedure: In analogy to Example 1, 64 g (1.6 moles) of NaOH, 200 ml of toluene, and 15 g of tetrabutylammonium bromide were first introduced and heated to 75° C. To this mixture was added a mixture of 147.6 g (1.2 moles) of 2-propyl-2-pentenenitrile and 157 g (1.5 moles) of prenyl chloride within 2 hours in individual doses. The reaction mixture was further heated for 3 hours at 85° C. and subsequently processed according to Example 1. The yield in desired product was 103 g, corresponding to 44.9% of the ... The reactants are COC1=CC=C(COC(=O)C(N=CSCC(C)=O)P(=O)(OCC)OCC)C=C1 (2-oxo-propyl N-(p-methoxybenzyloxycarbonyl-diethylphosphonomethyl)thioformimidate), C([O-])([O-])=O.[K+].[K+] (potassium carbonate). Solvent: C(Cl)Cl (methylene chloride), C(Cl)(Cl)(Cl)Cl (carbon tetrachloride), CC(=O)C (acetone). Yields the product CC1=C(N=CSC1)C(=O)OCC1=CC=C(C=C1)OC (p-methoxybenzyl 5-methyl-6H-1,3-thiazine-4-carboxylate). Isolated yield 92.3%. As a reaction SMILES: [CH3:1][O:2][C:3]1[CH:28]=[CH:27][C:6]([CH2:7][O:8][C:9]([CH:11](P(OCC)(OCC)=O)[N:12]=[CH:13][S:14][CH2:15][C:16](=O)[CH3:17])=[O:10])=[CH:5][CH:4]=1.C(=O)([O-])[O-].[K+].[K+]>CC(C)=O.C(Cl)Cl.C(Cl)(Cl)(Cl)Cl>[CH3:17][C:16]1[CH2:15][S:14][CH:13]=[N:12][C:11]=1[C:9]([O:8][CH2:7][C:6]1[CH:27]=[CH:28][C:3]([O:2][CH3:1])=[CH:4][CH:5]=1)=[O:10] |f:1.2.3|. Procedure: A solution of 2-oxo-propyl N-(p-methoxybenzyloxycarbonyl-diethylphosphonomethyl)thioformimidate (59 mg.) in acetone (0.5 ml.) is stirred with powdered potassium carbonate (25 mg.) for 21 hours at room temperature and under a nitrogen atmosphere. The resulting mixture is diluted with methylene chloride and filtered. Evaporation of the filtrate in vacuo yields an oil which is dissolved in carbon tetrachloride (4 ml.), washed with water (2 × 2 ml.) and saturated brine (4 ml.), dried over magnesium ... The solvent is C(C)#N (acetonitrile). The product is OC(C=CC(CCCO)O)C1C(C=C(C1=O)SC)(CCCCOC1=CC=CC=C1)O (5-(1,4,7-trihydroxy-2-heptenyl)-4-hydroxy-2-methylthio-4-(4-phenoxybutyl)-2-cyclopentenone). Procedure: To a solution of 270 mg of 5-[4,7-bis(t-butyldimethylsilyloxy)-1-hydroxy-2-heptenyl]-2-methylthio-4-(4-phenoxybutyl)-4-trimethylsilyloxy-2-cyclopentenone obtained in Example 62 dissolved in 15 ml of acetonitrile, 2 ml of pyridine was added. While stirring the mixture under ice-cooling, 1 ml of a hydrogen fluoride-pyridine solution was added and the mixture was stirred at 0° C.-room temperature for 16 hours. The mixture was poured onto saturated aqueous sodium hydrogencarbonate, and the mixture w... Isolated yield 71.3%. Reaction SMILES: [Si]([O:8][CH:9]([CH2:38][CH2:39][CH2:40][O:41][Si](C(C)(C)C)(C)C)[CH:10]=[CH:11][CH:12]([CH:14]1[C:18](=[O:19])[C:17]([S:20][CH3:21])=[CH:16][C:15]1([CH2:27][CH2:28][CH2:29][CH2:30][O:31][C:32]1[CH:37]=[CH:36][CH:35]=[CH:34][CH:33]=1)[O:22][Si](C)(C)C)[OH:13])(C(C)(C)C)(C)C.N1C=CC=CC=1.N1C=CC=CC=1.F.C(=O)([O-])O.[Na+]>C(#N)C>[OH:13][CH:12]([CH:14]1[C:18](=[O:19])[C:17]([S:20][CH3:21])=[CH:16][C:15]1([OH:22])[CH2:27][CH2:28][CH2:29][CH2:30][O:31][C:32]1[CH:33]=[CH:34][CH:35]=[CH:36][CH:37]=1)[CH:11]=[CH:10][CH:9]([OH:8])[CH2:38][CH2:39][CH2:40][OH:41] |f:2.3,4.5|. The reactants are C(O)([O-])=O.[Na+] (sodium hydrogencarbonate), [Si](C)(C)(C(C)(C)C)OC(C=CC(O)C1C(C=C(C1=O)SC)(O[Si](C)(C)C)CCCCOC1=CC=CC=C1)CCCO[Si](C)(C)C(C)(C)C (5-[4,7-bis(t-butyldimethylsilyloxy)-1-hydroxy-2-heptenyl]-2-methylthio-4-(4-phenoxybutyl)-4-trimethylsilyloxy-2-cyclopentenone), N1=CC=CC=C1.F (hydrogen fluoride-pyridine), N1=CC=CC=C1 (pyridine). The reactants are C1(=CC=CC=C1)C1=C(C(=NO1)C1=NOC=2C=3C=CC(=NC3CCC21)C(CO)O)C(F)(F)F (1-(3-(5-phenyl-4-(trifluoromethyl)isoxazol-3-yl)-4,5-dihydroisoxazolo[5,4-f]quinolin-7-yl)ethane-1,2-diol), I(=O)(=O)(=O)[O-].[Na+] (sodium periodate), O (water). The solvent is C(C)(=O)OCC (ethyl acetate), C1CCOC1 (THF). Reaction conditions: time 2.5 hour. Yields the product C1(=CC=CC=C1)C1=C(C(=NO1)C1=NOC=2C=3C=CC(=NC3CCC21)C=O)C(F)(F)F (3-(5-phenyl-4-(trifluoromethyl)isoxazol-3-yl)-4,5-dihydroisoxazolo[5,4-f]quinoline-7-carbaldehyde). Isolated yield 104.4%. RXN SMILES: [C:1]1([C:7]2[O:11][N:10]=[C:9]([C:12]3[C:24]4[CH2:23][CH2:22][C:21]5[N:20]=[C:19]([CH:25]([OH:28])CO)[CH:18]=[CH:17][C:16]=5[C:15]=4[O:14][N:13]=3)[C:8]=2[C:29]([F:32])([F:31])[F:30])[CH:6]=[CH:5][CH:4]=[CH:3][CH:2]=1.I([O-])(=O)(=O)=O.[Na+].O>C1COCC1.C(OCC)(=O)C>[C:1]1([C:7]2[O:11][N:10]=[C:9]([C:12]3[C:24]4[CH2:23][CH2:22][C:21]5[N:20]=[C:19]([CH:25]=[O:28])[CH:18]=[CH:17][C:16]=5[C:15]=4[O:14][N:13]=3)[C:8]=2[C:29]([F:31])([F:32])[F:30])[CH:2]=[CH:3][CH:4]=[CH:5][CH:6]=1 |f:1.2|. Procedure: To a solution of 1-(3-(5-phenyl-4-(trifluoromethyl)isoxazol-3-yl)-4,5-dihydroisoxazolo[5,4-f]quinolin-7-yl)ethane-1,2-diol (Preparation 54G, 0.030 g, 0.068 mmol) in THF (1 mL) at room temperature was added sodium periodate (0.022 g, 0.101 mmol) followed by water (0.05 mL). The reaction mixture was stirred at room temperature for 2.5 h. The reaction mixture was diluted with ethyl acetate (30 mL), washed with water (10 mL), and brine (10 mL). The combined aqueous layers were extracted with ethyl a... Reactants: C1COCCN1, ClCCl, COc1ccc(N)c(CO)c1, O=S(Cl)Cl. The product is COc1ccc(N)c(CN2CCOCC2)c1. RXN SMILES: [CH2:16]1[CH2:17][O:18][CH2:19][CH2:20][NH:21]1.[CH2:22]([Cl:23])[Cl:24].[NH2:1][c:2]1[c:3]([CH2:4][OH:5])[cH:6][c:7]([O:10][CH3:11])[cH:8][cH:9]1.[S:12]([Cl:13])([Cl:14])=[O:15]>>[NH2:1][c:2]1[c:3]([CH2:4][N:21]2[CH2:16][CH2:17][O:18][CH2:19][CH2:20]2)[cH:6][c:7]([O:10][CH3:11])[cH:8][cH:9]1.